Task: describe an organic reaction: reactants, conditions, products, and yield. Dataset: the Open Reaction Database (ORD), a public repository of structured organic reaction records Reported procedure: Was made in an analogous fashion to 1-ethyl-5-methyl-2-oxoindolin-3-yl benzoate from 1-isobutylindoline-2,3-dione. 1H-NMR δ 8.10 (d, 2H), 7.59 (t, 1H), 7.46 (m, 3H), 7.34 (m, 1H), 7.05 (t, 1H), 6.89 (d, 1H), 6.18 (s, 1H), 3.52 (m, 2H), 2.18 (m, 1H), 1.01 (dd, 6H). Yields the product C(C1=CC=CC=C1)(=O)OC1C(N(C2=CC=CC=C12)CC(C)C)=O (1-isobutyl-2-oxoindolin-3-yl benzoate). RXN SMILES: [C:1](OC1C2C(=CC=C(C)C=2)N(CC)C1=O)(=[O:8])[C:2]1[CH:7]=[CH:6][CH:5]=[CH:4][CH:3]=1.[CH2:23]([N:27]1[C:35]2[C:30](=[CH:31][CH:32]=[CH:33][CH:34]=2)[C:29](=[O:36])[C:28]1=[O:37])[CH:24]([CH3:26])[CH3:25]>>[C:1]([O:36][CH:29]1[C:30]2[C:35](=[CH:34][CH:33]=[CH:32][CH:31]=2)[N:27]([CH2:23][CH:24]([CH3:26])[CH3:25])[C:28]1=[O:37])(=[O:8])[C:2]1[CH:7]=[CH:6][CH:5]=[CH:4][CH:3]=1. Starting materials: C(C1=CC=CC=C1)(=O)OC1C(N(C2=CC=C(C=C12)C)CC)=O (1-ethyl-5-methyl-2-oxoindolin-3-yl benzoate), C(C(C)C)N1C(C(C2=CC=CC=C12)=O)=O (1-isobutylindoline-2,3-dione). Starting materials: [Br-], CCOCC, C[Mg+], COc1ccc(-n2nc(CCC=O)cc2-c2ccc(Cl)cc2)cc1. The product is COc1ccc(-n2nc(CCC(C)O)cc2-c2ccc(Cl)cc2)cc1. Reaction SMILES: [Br-:1].[CH3:28][CH2:29][O:30][CH2:31][CH3:32].[CH3:2][Mg+:3].[Cl:4][c:5]1[cH:6][cH:7][c:8](-[c:11]2[cH:12][c:13]([CH2:24][CH2:25][CH:26]=[O:27])[n:14][n:15]2-[c:16]2[cH:17][cH:18][c:19]([O:22][CH3:23])[cH:20][cH:21]2)[cH:9][cH:10]1>>[CH3:2][CH:26]([CH2:25][CH2:24][c:13]1[cH:12][c:11](-[c:8]2[cH:7][cH:6][c:5]([Cl:4])[cH:10][cH:9]2)[n:15](-[c:16]2[cH:17][cH:18][c:19]([O:22][CH3:23])[cH:20][cH:21]2)[n:14]1)[OH:27].